From a dataset of the Open Reaction Database (ORD), a public repository of structured organic reaction records. describe an organic reaction: reactants, conditions, products, and yield Reactants: CN1N=C2C(CCN(C3=C2C=CC=C3)C(C3=CC=C(C=C3)[N+](=O)[O-])=O)=C1 (2,4,5,6-tetrahydro-2-methyl-6-(4-nitrobenzoyl)pyrazolo[4,3-d][1]benzazepine), NN (hydrazine). Reagents/catalysts: [Pd] (palladium-on-carbon). The solvent is C(C)O (ethyl alcohol). The product is CN1N=C2C(CCN(C3=C2C=CC=C3)C(C3=CC=C(C=C3)N)=O)=C1 (2,4,5,6-Tetrahydro-2-methyl-6-(4-aminobenzoyl)-pyrazolo[4,3-d][1]benzazepine). Isolated yield 90.5%. As a reaction SMILES: [CH3:1][N:2]1[CH:26]=[C:5]2[CH2:6][CH2:7][N:8]([C:15](=[O:25])[C:16]3[CH:21]=[CH:20][C:19]([N+:22]([O-])=O)=[CH:18][CH:17]=3)[C:9]3[CH:14]=[CH:13][CH:12]=[CH:11][C:10]=3[C:4]2=[N:3]1.NN>C(O)C.[Pd]>[CH3:1][N:2]1[CH:26]=[C:5]2[CH2:6][CH2:7][N:8]([C:15](=[O:25])[C:16]3[CH:17]=[CH:18][C:19]([NH2:22])=[CH:20][CH:21]=3)[C:9]3[CH:14]=[CH:13][CH:12]=[CH:11][C:10]=3[C:4]2=[N:3]1. Procedure: A mixture of 0.520 g of 2,4,5,6-tetrahydro-2-methyl-6-(4-nitrobenzoyl)pyrazolo[4,3-d][1]benzazepine, 118 μl of anhydrous hydrazine and 52 mg of 10% palladium-on-carbon in 30 ml of absolute ethyl alcohol is heated at reflux for 1 hour. The reaction mixture is filtered through diatomaceous earth and the cake washed with 100 ml of methyl alcohol and 1:1 chloroform-methyl alcohol to give 430 mg of the desired product as off-white crystals. CIMS(CH4)MH+ =319. Procedure details: (11S)-11-[(benzyloxy)methyl]-10,11-dihydro-8H-[1,4]oxazino[4′,3′:1,2]imidazo[4,5-c]quinoline 5-oxide (0.96 g, 2.67 mmol) was dissolved in 25 mL of CH2Cl2 and treated with 2.5 mL of concentrated aqueous NH4OH solution. The mixture was stirred rapidly and then p-toluenesulfonyl chloride (0.51 g, 2.67 mmol) was carefully added. Rapid stirring was continued for 2.5 hours. The reaction mixture was then treated with 50 mL of CH2Cl2 and 25 mL of H2O. The layers were separated and the organic portion wa... Conditions: time 2.5 hour. RXN SMILES: [CH2:1]([O:8][CH2:9][C@@H:10]1[N:15]2[C:16]3[C:25]4[C:20](=[CH:21][CH:22]=[CH:23][CH:24]=4)[N+:19]([O-])=[CH:18][C:17]=3[N:27]=[C:14]2[CH2:13][O:12][CH2:11]1)[C:2]1[CH:7]=[CH:6][CH:5]=[CH:4][CH:3]=1.[NH4+:28].[OH-].C1(C)C=CC(S(Cl)(=O)=O)=CC=1.O>C(Cl)Cl>[CH2:1]([O:8][CH2:9][C@@H:10]1[N:15]2[C:16]3[C:25]4[C:20](=[CH:21][CH:22]=[CH:23][CH:24]=4)[N:19]=[C:18]([NH2:28])[C:17]=3[N:27]=[C:14]2[CH2:13][O:12][CH2:11]1)[C:2]1[CH:7]=[CH:6][CH:5]=[CH:4][CH:3]=1 |f:1.2|. The solvent is C(Cl)Cl (CH2Cl2), C(Cl)Cl (CH2Cl2). The reactants are O (H2O), C(C1=CC=CC=C1)OC[C@H]1COCC=2N1C1=C(C=[N+](C3=CC=CC=C13)[O-])N2 ((11S)-11-[(benzyloxy)methyl]-10,11-dihydro-8H-[1,4]oxazino[4′,3′:1,2]imidazo[4,5-c]quinoline 5-oxide), C1(=CC=C(C=C1)S(=O)(=O)Cl)C (p-toluenesulfonyl chloride), [NH4+].[OH-] (NH4OH). The product is C(C1=CC=CC=C1)OC[C@H]1COCC=2N1C1=C(C(=NC3=CC=CC=C13)N)N2 ((11S)-11-[(benzyloxy)methyl]-10,11-dihydro-8H-[1,4]oxazino[4′,3′:1,2]imidazo[4,5-c]quinolin-6-amine). Reactants: Cl.C(CCC)C1=CSC2=C1C=C(C=C2)NN (3-butyl-5-hydrazinobenzothiophene hydrochloride), C(C1=CC=CC=C1)N1CCC(CC1)=O (1-benzyl-4-piperidone). The product is C(CCC)C1=CSC=2C1=C1C3=C(NC1=CC2)CCN(C3)CC3=CC=CC=C3 (1-Butyl-9-benzyl-7,8,9,10-tetrahydrothieno[3,2-e]pyrido[4,3-b]indole). As a reaction SMILES: Cl.[CH2:2]([C:6]1[C:10]2[CH:11]=[C:12]([NH:15]N)[CH:13]=[CH:14][C:9]=2[S:8][CH:7]=1)[CH2:3][CH2:4][CH3:5].[CH2:17]([N:24]1[CH2:29][CH2:28][C:27](=O)[CH2:26][CH2:25]1)[C:18]1[CH:23]=[CH:22][CH:21]=[CH:20][CH:19]=1>>[CH2:2]([C:6]1[C:10]2=[C:11]3[C:12](=[CH:13][CH:14]=[C:9]2[S:8][CH:7]=1)[NH:15][C:27]1[CH2:28][CH2:29][N:24]([CH2:17][C:18]2[CH:23]=[CH:22][CH:21]=[CH:20][CH:19]=2)[CH2:25][C:26]3=1)[CH2:3][CH2:4][CH3:5] |f:0.1|. Procedure: The compound is formed analogously to that described in Example 5, from 25.6 g of 3-butyl-5-hydrazinobenzothiophene hydrochloride and 23 g of 1-benzyl-4-piperidone. Melting point: 127°-128° C. Starting materials: FC(F)(F)Oc1ccc(CBr)cc1, FC(F)(F)Oc1ccc(C(Br)Br)cc1, C1N2CN3CN1CN(C2)C3, CCO, O. Product: O=Cc1ccc(OC(F)(F)F)cc1. Reaction SMILES: [Br:11][CH2:12][c:13]1[cH:14][cH:15][c:16]([O:19][C:20]([F:21])([F:22])[F:23])[cH:17][cH:18]1.[Br:24][CH:25]([Br:26])[c:27]1[cH:28][cH:29][c:30]([O:32][C:31]([F:33])([F:34])[F:35])[cH:36][cH:37]1.[CH2:1]1[N:2]2[CH2:3][N:4]3[CH2:5][N:6]([CH2:7]2)[CH2:8][N:9]1[CH2:10]3.[CH3:38][CH2:39][OH:40].[OH2:41]>>[CH:12]([c:13]1[cH:14][cH:15][c:16]([O:19][C:20]([F:21])([F:22])[F:23])[cH:17][cH:18]1)=[O:32]. Starting materials: BrCC1=C(N=C(O1)C)C1=CC=C(C=C1)Cl (5-bromomethyl-4-(4-chlorophenyl)-2-methyloxazole), [H-].[Na+] (Sodium hydride), C(CC(=O)OCC)(=O)OCC (diethyl malonate). The solvent is CN(C=O)C (N,N-dimethylformamide), O (water), oil, CN(C=O)C (N,N-dimethylformamide). Conditions: time 10 minute. Yields the product ClC1=CC=C(C=C1)C=1N=C(OC1CCC(=O)O)C (4-(4-chlorophenyl)-2-methyloxazole-5-propionic acid). As a reaction SMILES: [H-].[Na+].C(OCC)(=O)[CH2:4][C:5]([O:7]CC)=[O:6].Br[CH2:15][C:16]1[O:20][C:19]([CH3:21])=[N:18][C:17]=1[C:22]1[CH:27]=[CH:26][C:25]([Cl:28])=[CH:24][CH:23]=1>CN(C)C=O.O>[Cl:28][C:25]1[CH:26]=[CH:27][C:22]([C:17]2[N:18]=[C:19]([CH3:21])[O:20][C:16]=2[CH2:15][CH2:4][C:5]([OH:7])=[O:6])=[CH:23][CH:24]=1 |f:0.1|. Procedure: 60% Sodium hydride in oil (0.6 g) was added portionwise to a solution of diethyl malonate (4.8 g) in N,N-dimethylformamide (50 ml). The mixture was stirred for 10 minutes and a solution of 5-bromomethyl-4-(4-chlorophenyl)-2-methyloxazole (4.30 g) in N,N-dimethylformamide (20 ml) was added dropwise under ice-cooling. The mixture was stirred under ice-cooling for 30 minutes, diluted with water and extracted with ethyl ether. The ethyl ether layer was washed with water and dried over anhydrous magn... Reactants: C1(=CC=CC=C1)N1N=C2C(=CNC=3C=CC=CC23)C1=O (2-Phenyl-2,5-dihydro-pyrazolo-(4,3-c) quinolin-3-one), ClC1=C(C=NC2=CC=C(C=C12)C(F)(F)F)C(=O)OCC (Ethyl 4-chloro-6-trifluoromethyl-quinoline-3-carboxylate), C1(=CC=CC=C1)NN (phenyl hydrazine). Product: C1(=CC=CC=C1)N1N=C2C(=CNC=3C=CC(=CC23)C(F)(F)F)C1=O (2-Phenyl-8-trifluoromethyl-2,5-dihydro-pyrazolo-(4,3-c)quinolin-3-one). As a reaction SMILES: [C:1]1([N:7]2[C:19](=[O:20])[C:10]3=[CH:11][NH:12][C:13]4[CH:14]=[CH:15][CH:16]=[CH:17][C:18]=4[C:9]3=[N:8]2)[CH:6]=[CH:5][CH:4]=[CH:3][CH:2]=1.ClC1C2C(=CC=C([C:32]([F:35])([F:34])[F:33])C=2)N=CC=1C(OCC)=O.C1(NN)C=CC=CC=1>>[C:1]1([N:7]2[C:19](=[O:20])[C:10]3=[CH:11][NH:12][C:13]4[CH:14]=[CH:15][C:16]([C:32]([F:35])([F:34])[F:33])=[CH:17][C:18]=4[C:9]3=[N:8]2)[CH:2]=[CH:3][CH:4]=[CH:5][CH:6]=1. Reported procedure: The title compound was prepared following the procedure described in Step 3 of the synthesis of 4a, using 3h and phenyl hydrazine. 1H NMR (DMSO-d6) δ (ppm): 7.21 (1H, m), 7.42 (2H, t, J=7.56 Hz), 7.97 (1H, d, J=2.20 Hz), 8.00 (1H, d, J=2.20 Hz), 8.20 (1H, ddd, J=7.41, 1.10, 0.83 Hz), 8.43 (2H, dd, J=1.33, 0.83 Hz), 8.82 (1H, s). m/z 330.2 (MH+). Reactants: N=1N=NN2C1C=CC(=C2)[C@H]2OC2 ((R)-2-(tetrazolo [1,5-a]pyrid 6-yl)oxirane), C1(CCC1)N (cyclobutyl amine). Run in C(C)O (ethanol). Yields the product C1(CCC1)NC[C@H](O)C=1C=CC=2N(C1)N=NN2 ((R)-α-[[(Cyclobutyl)amino]methyl]tetrazolo[1,5-a]pyridine-6-methanol). Reaction SMILES: [N:1]1[N:2]=[N:3][N:4]2[CH:9]=[C:8]([C@@H:10]3[CH2:12][O:11]3)[CH:7]=[CH:6][C:5]=12.[CH:13]1([NH2:17])[CH2:16][CH2:15][CH2:14]1>C(O)C>[CH:13]1([NH:17][CH2:12][C@@H:10]([C:8]2[CH:7]=[CH:6][C:5]3[N:4]([N:3]=[N:2][N:1]=3)[CH:9]=2)[OH:11])[CH2:16][CH2:15][CH2:14]1. Procedure details: A solution of 0.75 g (4.62 mmol) of (R)-2-(tetrazolo [1,5-a]pyrid 6-yl)oxirane and 1.838 ml (22.8 mmol) of cyclobutyl amine in 1.8 ml of absolute ethanol was heated at 100° C. in a sealed reaction tube for 2 hours. The reaction mixture was concentrated to dryness under reduced pressure, wt. 0.997 g. Tlc, mass spectrum and 1H NMR spectra are consistent with good purity and chemical structure. Isolated yield 95.1%. Reported procedure: In Example 15, isopulegol was synthesized in the same manner as in Example 1, except for replacing d-citronellal with 5.00 g of dl-citronellal. As a result, dl-isopulegol was obtained in a yield of 95.1%, and the ratio of dl-isopulegol to other isomers was 99.4/0.6. The reactants are C[C@@H]1CC[C@H]([C@@H](C1)O)C(=C)C (isopulegol), d-citronellal, CC(C)=CCCC(C)CC=O (citronellal). RXN SMILES: [CH3:1][C@H:2]1[CH2:7][C@@H:6]([OH:8])[C@H:5]([C:9]([CH3:11])=[CH2:10])[CH2:4][CH2:3]1.CC(=CCCC(CC=O)C)C>>[CH3:1][CH:2]1[CH2:7][CH:6]([OH:8])[CH:5]([C:9]([CH3:11])=[CH2:10])[CH2:4][CH2:3]1. Yields the product CC1CCC(C(C1)O)C(=C)C (dl-isopulegol). The reactants are CC(C)(C)N, Cc1nnc(C=Cc2ccccc2OCC2CO2)s1, Cc1ccccc1. The product is Cc1nnc(C=Cc2ccccc2OCC(O)CNC(C)(C)C)s1. Reaction SMILES: [C:20]([CH3:21])([CH3:22])([CH3:23])[NH2:24].[CH3:1][c:2]1[s:3][c:4]([CH:7]=[CH:8][c:9]2[c:10]([O:15][CH2:16][CH:17]3[CH2:18][O:19]3)[cH:11][cH:12][cH:13][cH:14]2)[n:5][n:6]1.[CH3:25][c:26]1[cH:27][cH:28][cH:29][cH:30][cH:31]1>>[CH3:1][c:2]1[s:3][c:4]([CH:7]=[CH:8][c:9]2[c:10]([O:15][CH2:16][CH:17]([CH2:18][NH:24][C:20]([CH3:21])([CH3:22])[CH3:23])[OH:19])[cH:11][cH:12][cH:13][cH:14]2)[n:5][n:6]1. Starting materials: CO, CCCSc1c(C(=O)NC2C3CC4CC2CC(S(C)(=O)=O)(C4)C3)cnn1-c1ccc(C(=O)OC)cc1, [Li+], [OH-], O. Yields the product CCCSc1c(C(=O)NC2C3CC4CC2CC(S(C)(=O)=O)(C4)C3)cnn1-c1ccc(C(=O)O)cc1. Reaction SMILES: [CH3:40][OH:41].[CH3:4][O:5][C:6]([c:7]1[cH:8][cH:9][c:10](-[n:13]2[n:14][cH:15][c:16]([C:22]([NH:23][CH:24]3[CH:25]4[CH2:26][CH:27]5[CH2:28][C:29]([S:34](=[O:35])(=[O:36])[CH3:37])([CH2:30][CH:31]3[CH2:32]5)[CH2:33]4)=[O:38])[c:17]2[S:18][CH2:19][CH2:20][CH3:21])[cH:11][cH:12]1)=[O:39].[Li+:3].[OH-:2].[OH2:1]>>[O:5]=[C:6]([c:7]1[cH:8][cH:9][c:10](-[n:13]2[n:14][cH:15][c:16]([C:22]([NH:23][CH:24]3[CH:25]4[CH2:26][CH:27]5[CH2:28][C:29]([S:34](=[O:35])(=[O:36])[CH3:37])([CH2:30][CH:31]3[CH2:32]5)[CH2:33]4)=[O:38])[c:17]2[S:18][CH2:19][CH2:20][CH3:21])[cH:11][cH:12]1)[OH:39].